This data is from the Open Reaction Database (ORD), a public repository of structured organic reaction records. The task is: describe an organic reaction: reactants, conditions, products, and yield Yields the product C1(CCCCC1)N(C(C1=CC(=C(C=C1)CO)C)=O)C1CCCC1 (N-cyclohexyl-4-(hydroxymethyl)-3-methyl-N-(1-cyclopentyl)benzamide). The reactants are C1(CCCCC1)N(C(C1=CC(=C(C=C1)C=O)C)=O)C1CCCC1 (N-cyclohexyl-4-formyl-3-methyl-N-(1-cylcopentyl)benzamide), [BH4-].[Na+] (NaBH4). The yield is 106.7%. Procedure details: The aldehyde XXXIV of Scheme K (1.70 g, 0.0052 moles) was dissolved in 20 mls of MeOH and cooled to 0° C. under argon. NaBH4 (110 mg) was added and the mixture was allowed to warm to 25° C. Excess solvent was removed under vacuum and the residue was treated with water and ethyl acetate. The organic layer was separated and dried (Na2SO4). Removal of the solvent on the rotary evaporator gave a residue which was chromatographed on silica gel using 30% ethyl acetate/hexane as the eluent to give 1.75... As a reaction SMILES: [CH:1]1([N:7]([CH:19]2[CH2:23][CH2:22][CH2:21][CH2:20]2)[C:8](=[O:18])[C:9]2[CH:14]=[CH:13][C:12]([CH:15]=[O:16])=[C:11]([CH3:17])[CH:10]=2)[CH2:6][CH2:5][CH2:4][CH2:3][CH2:2]1.[BH4-].[Na+]>CO>[CH:1]1([N:7]([CH:19]2[CH2:23][CH2:22][CH2:21][CH2:20]2)[C:8](=[O:18])[C:9]2[CH:14]=[CH:13][C:12]([CH2:15][OH:16])=[C:11]([CH3:17])[CH:10]=2)[CH2:2][CH2:3][CH2:4][CH2:5][CH2:6]1 |f:1.2|. Conditions: temperature 0 celsius. Solvent: CO (MeOH). The reactants are CS(=O)(=O)OC1=C(C=CC=C1S(=O)(=O)Cl)Cl (2-Chloro-6-chlorosulfonylphenyl methanesulfonate), C(C)(C)(C)N (t-butylamine). Yields the product C(C)(C)(C)NS(=O)(=O)C1=C(C(=CC=C1)Cl)O (N-t-butyl 3-chloro-2-hydroxybenzenesulfonamide). As a reaction SMILES: CS([O:5][C:6]1[C:11]([S:12](Cl)(=[O:14])=[O:13])=[CH:10][CH:9]=[CH:8][C:7]=1[Cl:16])(=O)=O.[C:17]([NH2:21])([CH3:20])([CH3:19])[CH3:18]>>[C:17]([NH:21][S:12]([C:11]1[CH:10]=[CH:9][CH:8]=[C:7]([Cl:16])[C:6]=1[OH:5])(=[O:14])=[O:13])([CH3:20])([CH3:19])[CH3:18]. Reported procedure: 2-Chloro-6-chlorosulfonylphenyl methanesulfonate was treated with t-butylamine and then base to give N-t-butyl 3-chloro-2-hydroxybenzenesulfonamide. Without purification, this material was nitrated using nitric acid in acetic acid to give N-t-butyl 3-chloro-2-hydroxy-5-nitrobenzenesulfonamide. Using sodium dithionite, this compound was reduced to give the aminophenol. The hydrochloride salt of this has also been prepared. Starting materials: CCN=C=NCCCN(C)C.Cl (EDCl), C(CC(O)(C(=O)O)CC(=O)O)(=O)O (citric acid), C(#N)C(C(=O)O)CC1=CNC2=CC=CC=C12 (2-Cyano-3-(3-indolyl)propionic acid), ClC1=C(C=C(C(=C1)Cl)Cl)O (2,4,5-trichlorophenol). Run in C(Cl)Cl (methylene chloride). Conditions: time 8 hour. The product is C(#N)C(C(=O)OCC)CC1=CNC2=CC=CC=C12 (ethyl 2-cyano-3-(3-indolyl)propionate), ClC1=C(C=C(C(=C1)Cl)Cl)OC(C(CC1=CNC2=CC=CC=C12)C#N)=O (2-Cyano-3-(3-indolyl)propionic acid 2,4,5-trichlorophenyl ester). RXN SMILES: [C:1]([CH:3]([CH2:7][C:8]1[C:16]2[C:11](=[CH:12][CH:13]=[CH:14][CH:15]=2)[NH:10][CH:9]=1)[C:4]([OH:6])=[O:5])#[N:2].[Cl:17][C:18]1[CH:23]=[C:22]([Cl:24])[C:21]([Cl:25])=[CH:20][C:19]=1[OH:26].CCN=C=NCCCN(C)C.Cl.C(O)(=O)CC(CC(O)=O)(C(O)=O)O>C(Cl)Cl>[C:1]([CH:3]([CH2:7][C:8]1[C:16]2[C:11](=[CH:12][CH:13]=[CH:14][CH:15]=2)[NH:10][CH:9]=1)[C:4]([O:6][CH2:18][CH3:19])=[O:5])#[N:2].[Cl:17][C:18]1[CH:23]=[C:22]([Cl:24])[C:21]([Cl:25])=[CH:20][C:19]=1[O:26][C:4](=[O:5])[CH:3]([C:1]#[N:2])[CH2:7][C:8]1[C:16]2[C:11](=[CH:12][CH:13]=[CH:14][CH:15]=2)[NH:10][CH:9]=1 |f:2.3|. Procedure details: 2-Cyano-3-(3-indolyl)propionic acid from Step a, 2,4,5-trichlorophenol (394 mg, 2 mmol) and EDCl (392 mg, 2 mmol) were combined in methylene chloride (10 mL) and the reaction mixture was stirred at ambient temperature overnight. The reaction mixture was added to 20 mL of 10% citric acid solution and the aqueous mixture was extracted with methylene chloride. The methylene chloride was evaporated under reduced pressure and the residue was purified by flash chromatography on silica gel eluting with... The reactants are CC=1C(=NC=C(C1)C)N1CCN(CC1)C(=O)C1=CC=C(C=C1)I ([4-(3,5-dimethylpyridin-2-yl)piperazin-1-yl](4-iodophenyl)methanone), C[C@H]1CNS(C1)(=O)=O ((S)-4-methylisothiazolidine 1,1-dioxide). Yields the product CC=1C(=NC=C(C1)C)N1CCN(CC1)C(=O)C1=CC=C(C=C1)N1S(C[C@H](C1)C)(=O)=O ((S)-[4-(3,5-dimethylpyridin-2-yl)piperazin-1-yl][4-(4-methyl-1,1-dioxo-1λ6-isothiazolidin-2-yl)phenyl]methanone). Isolated yield 24.2%. Reaction SMILES: [CH3:1][C:2]1[C:3]([N:9]2[CH2:14][CH2:13][N:12]([C:15]([C:17]3[CH:22]=[CH:21][C:20](I)=[CH:19][CH:18]=3)=[O:16])[CH2:11][CH2:10]2)=[N:4][CH:5]=[C:6]([CH3:8])[CH:7]=1.[CH3:24][C@@H:25]1[CH2:29][S:28](=[O:31])(=[O:30])[NH:27][CH2:26]1>>[CH3:1][C:2]1[C:3]([N:9]2[CH2:14][CH2:13][N:12]([C:15]([C:17]3[CH:22]=[CH:21][C:20]([N:27]4[CH2:26][C@H:25]([CH3:24])[CH2:29][S:28]4(=[O:31])=[O:30])=[CH:19][CH:18]=3)=[O:16])[CH2:11][CH2:10]2)=[N:4][CH:5]=[C:6]([CH3:8])[CH:7]=1. Procedure: Using [4-(3,5-dimethylpyridin-2-yl)piperazin-1-yl](4-iodophenyl)methanone (130 mg) described in Preparation Example 113 and (S)-4-methylisothiazolidine 1,1-dioxide (84 mg) described in Preparation Example 4 and by the reaction and treatment in the same manner as in Example 1, the title compound (32 mg) was obtained. RXN SMILES: [CH2:1]([O:8][C:9]1[C:14](=[O:15])[CH:13]=[CH:12]O[C:10]=1[CH3:16])[C:2]1[CH:7]=[CH:6][CH:5]=[CH:4][CH:3]=1.[NH2:17][CH2:18][CH2:19][CH2:20][CH2:21][CH2:22][OH:23].OCCN>>[CH2:1]([O:8][C:9]1[C:14](=[O:15])[CH:13]=[CH:12][N:17]([CH2:18][CH2:19][CH2:20][CH2:21][CH2:22][OH:23])[C:10]=1[CH3:16])[C:2]1[CH:3]=[CH:4][CH:5]=[CH:6][CH:7]=1. Procedure details: 3-Benzyloxy-2-methyl-4-pyrone, prepared as described under Example 10, is reacted with 1-amino-5-hydroxypentane under substantially similar conditions to those described under Example 11 for reaction with 2-hydroxyethylamine to give 3-benzyloxy-1-(5'-hydroxypentyl)-2-methylpyrid-4-one. This is deprotected using the procedure described under (I) to give 3-hydroxy-1-(5'-hydroxypentyl)-2methylpyrid-4-one as white crystals, m.p. 136°-138° C.; νmax (nujol) 1625, 3350 cm-1 : δ(d6DMSO) 1.3 (m, 6H), 2.4... Yields the product C(C1=CC=CC=C1)OC1=C(N(C=CC1=O)CCCCCO)C (3-benzyloxy-1-(5'-hydroxypentyl)-2-methylpyrid-4-one). The reactants are C(C1=CC=CC=C1)OC1=C(OC=CC1=O)C (3-Benzyloxy-2-methyl-4-pyrone), NCCCCCO (1-amino-5-hydroxypentane), OCCN (2-hydroxyethylamine). The reactants are C(C)N1CCOCC1 (N-ethylmorpholine), N([C@@H]([C@@H](C)CC)C(=O)O)C(=O)OCC1=CC=CC=C1 (Z-Ile-OH), N[C@@H](CC1=CC=CC=C1)C(=O)OC(C)(C)C (H-Phe-OBut), C=1C=CC2=C(C1)N=NN2O (HOBt), C1CCC(CC1)N=C=NC2CCCCC2 (DCC). The solvent is CN(C=O)C (dimethylformamide). Run at time 8 hour. The product is N([C@@H]([C@@H](C)CC)C(=O)N[C@@H](CC1=CC=CC=C1)C(=O)OC(C)(C)C)C(=O)OCC1=CC=CC=C1 (Z-Ile-Phe-OBut). As a reaction SMILES: C(N1CCOCC1)C.[NH:9]([C:18]([O:20][CH2:21][C:22]1[CH:27]=[CH:26][CH:25]=[CH:24][CH:23]=1)=[O:19])[C@H:10]([C:15]([OH:17])=O)[C@H:11]([CH2:13][CH3:14])[CH3:12].[NH2:28][C@H:29]([C:37]([O:39][C:40]([CH3:43])([CH3:42])[CH3:41])=[O:38])[CH2:30][C:31]1[CH:36]=[CH:35][CH:34]=[CH:33][CH:32]=1.C1C=CC2N(O)N=NC=2C=1.C1CCC(N=C=NC2CCCCC2)CC1>CN(C)C=O>[NH:9]([C:18]([O:20][CH2:21][C:22]1[CH:27]=[CH:26][CH:25]=[CH:24][CH:23]=1)=[O:19])[C@H:10]([C:15]([NH:28][C@H:29]([C:37]([O:39][C:40]([CH3:43])([CH3:42])[CH3:41])=[O:38])[CH2:30][C:31]1[CH:36]=[CH:35][CH:34]=[CH:33][CH:32]=1)=[O:17])[C@H:11]([CH2:13][CH3:14])[CH3:12]. Reported procedure: 1.3 ml of N-ethylmorpholine are added to the solution of 2.65 g of Z-Ile-OH, 2.58 g of H-Phe-OBut and 1.35 g of HOBt in 30 ml of dimethylformamide and 2.2 g of DCC are added to 0° C. The mixture is allowed to stand for 1 hour at 0° C. and overnight at room temperature. On the following day the precipitate is filtered off and the filtrate is concentrated. The residue is partitioned between ethyl acetate and water. The ethyl acetate phase is extracted by shaking with 20 ml of saturated NaHCO3 solu...